Dataset: the Open Reaction Database (ORD), a public repository of structured organic reaction records. Task: describe an organic reaction: reactants, conditions, products, and yield The reactants are C(C)SC(CCCCC(=O)O)CCS (6-ethylmercapto-8-mercaptooctanoic acid), C(C)SC(CCCCC(=O)O)CCS (6-ethylmercapto-8-mercaptooctanoic acid), C(CO)O (Ethylene glycol), crude product, Cuprous iodide, C([O-])([O-])=O.[K+].[K+] (potassium carbonate), IC1=CC=CC=C1 (iodobenzene). Solvent: C(Cl)(Cl)Cl.CO.CC(=O)O (CHCl3 CH3OH HOAc), CC(C)(CC)O (2-methyl-2-butanol), C(Cl)(Cl)Cl.CO.CC(=O)O (CHCl3 CH3OH HOAc), C(Cl)(Cl)Cl (chloroform). Reaction conditions: temperature 95 celsius, time 38 hour. Product: C(C)C(CCCCC(=O)O)(CC(S)C1=CC=CC=C1)S (6-ethyl-8-phenyl-6,8-bismercaptooctanoic acid). As a reaction SMILES: C(=O)([O-])[O-].[K+].[K+].C([S:9][CH:10]([CH2:18][CH2:19][SH:20])[CH2:11][CH2:12][CH2:13][CH2:14][C:15]([OH:17])=[O:16])C.[CH2:21](O)[CH2:22]O.I[C:26]1[CH:31]=[CH:30][CH:29]=[CH:28][CH:27]=1>CC(O)(CC)C.C(Cl)(Cl)Cl.C(Cl)(Cl)Cl.CO.CC(O)=O>[CH2:21]([C:10]([SH:9])([CH2:18][CH:19]([C:26]1[CH:31]=[CH:30][CH:29]=[CH:28][CH:27]=1)[SH:20])[CH2:11][CH2:12][CH2:13][CH2:14][C:15]([OH:17])=[O:16])[CH3:22] |f:0.1.2,8.9.10|. Procedure details: Cuprous iodide (12 mg) and anhydrous potassium carbonate (0.33 g, 2.4 mmol) were placed in a tube (15×2 cm) equipped with a magnetic stirring bar, and 6-ethylmercapto-8-mercapto octanoic acid (Compound (H)) (0.19 g, 0.8 mmol) in 2-methyl-2-butanol (2 mL) was added. The tube was closed with a septum cap and flushed with argon. Ethylene glycol (100 mg, 90 μL, 1.6 mmol) was added via a syringe followed by iodobenzene (164 mg, 90 μL, 0.8 mmol,). The tube was flushed again with argon, then sealed wit... Starting materials: C(C1=CC=CC=C1)ON(C(C)=O)C1(C(C(=C(C2=CC=CC=C12)O)C1=NS(C2=C(N1)C=CC(=C2)NS(=O)(=O)C)(=O)=O)=O)CCC(C)C (N-(benzyloxy)-N-(4-hydroxy-1-(3-methylbutyl)-3-{7-[(methylsulfonyl)amino]-1,1-dioxido-4H-1,2,4-benzothiadiazin-3-yl}-2-oxo-1,2-dihydronaphthalen-1-yl)acetamide). Reagents/catalysts: [Pd] (Pd/C). Solvent: CO (methanol). The product is ON(C(C)=O)C1(C(C(=C(C2=CC=CC=C12)O)C1=NS(C2=C(N1)C=CC(=C2)NS(=O)(=O)C)(=O)=O)=O)CCC(C)C (N-hydroxy-N-(4-hydroxy-1-(3-methylbutyl)-3-{7-[(methylsulfonyl)amino]-1,1-dioxido-4H-1,2,4-benzothiadiazin-3-yl}-2-oxo-1,2-dihydronaphthalen-1-yl)acetamide). The yield is 57.8%. RXN SMILES: C([O:8][N:9]([C:13]1([CH2:42][CH2:43][CH:44]([CH3:46])[CH3:45])[C:22]2[C:17](=[CH:18][CH:19]=[CH:20][CH:21]=2)[C:16]([OH:23])=[C:15]([C:24]2[NH:29][C:28]3[CH:30]=[CH:31][C:32]([NH:34][S:35]([CH3:38])(=[O:37])=[O:36])=[CH:33][C:27]=3[S:26](=[O:40])(=[O:39])[N:25]=2)[C:14]1=[O:41])[C:10](=[O:12])[CH3:11])C1C=CC=CC=1>CO.[Pd]>[OH:8][N:9]([C:13]1([CH2:42][CH2:43][CH:44]([CH3:46])[CH3:45])[C:22]2[C:17](=[CH:18][CH:19]=[CH:20][CH:21]=2)[C:16]([OH:23])=[C:15]([C:24]2[NH:29][C:28]3[CH:30]=[CH:31][C:32]([NH:34][S:35]([CH3:38])(=[O:37])=[O:36])=[CH:33][C:27]=3[S:26](=[O:40])(=[O:39])[N:25]=2)[C:14]1=[O:41])[C:10](=[O:12])[CH3:11]. Procedure: A mixture of Example 24B (12 mg, 0.018 mmol) and 10% Pd/C (2 mg) in methanol (1 mL) was hydrogenated at 1 atm for 1 h. The solution was filtered and the filtrate was concentrated in vacuo. Column chromatography on silica (7% methanol/dichloromethane) afforded the title compound (6 mg, 58%). 1H NMR (300 MHz, DMSO-d6) δ ppm 0.50-0.62 (m, 1H), 0.67 (dd, J=9.93, 6.62 Hz, 6H), 0.84-1.06 (m, 1H), 1.22-1.33 (m, 1H), 1.96 (s, 3H), 2.01-2.08 (m, 1H), 2.06-2.21 (m, 1H), 3.03 (s, 3H), 7.51 (m, 6H), 8.03 (d... Reactants: C1(=CC=C(C=C1)C=1N=C2C(=NC1C1=CC=C(C=C1)C)N(C(=C2C2=CC=C(C=C2)C)CCCCC(=O)NCC(=O)OC)C2=CC=C(C=C2)C)C (Methyl 2-(5-(2,3-di-p-tolyldi-p-tolyl-5H-pyrrolo[2,3-b]pyrazin-6-yl)pentanamido)acetate), [Li+].[OH-] (LiOH), Cl (HCl), monohydrate. Solvent: C1CCOC1 (THF), O (water), O (water). Reaction conditions: time 3 hour. Product: C1(=CC=C(C=C1)C=1N=C2C(=NC1C1=CC=C(C=C1)C)NC(=C2)CCCCC(=O)NCC(=O)O)C (2-(5-(2,3-Di-p-tolyl-5H-pyrrolo[2,3-b]pyrazin-6-yl)pentanamido)acetic acid). As a reaction SMILES: [C:1]1([CH3:49])[CH:6]=[CH:5][C:4]([C:7]2[N:8]=[C:9]3[C:22](C4C=CC(C)=CC=4)=[C:21]([CH2:30][CH2:31][CH2:32][CH2:33][C:34]([NH:36][CH2:37][C:38]([O:40]C)=[O:39])=[O:35])[N:20](C4C=CC(C)=CC=4)[C:10]3=[N:11][C:12]=2[C:13]2[CH:18]=[CH:17][C:16]([CH3:19])=[CH:15][CH:14]=2)=[CH:3][CH:2]=1.[Li+].[OH-].Cl>C1COCC1.O>[C:1]1([CH3:49])[CH:6]=[CH:5][C:4]([C:7]2[N:8]=[C:9]3[CH:22]=[C:21]([CH2:30][CH2:31][CH2:32][CH2:33][C:34]([NH:36][CH2:37][C:38]([OH:40])=[O:39])=[O:35])[NH:20][C:10]3=[N:11][C:12]=2[C:13]2[CH:14]=[CH:15][C:16]([CH3:19])=[CH:17][CH:18]=2)=[CH:3][CH:2]=1 |f:1.2|. Procedure: Methyl 2-(5-(2,3-di-p-tolyldi-p-tolyl-5H-pyrrolo[2,3-b]pyrazin-6-yl)pentanamido)acetate (step 1) (17 mg, 0.036 mmol) in THF (1 ml) and water (0.5 ml) was treated with LiOH. monohydrate (8.12 mg, 0.108 mmol). After stirring at room temperature for 3 hours, the reaction mixture was treated with water (20 ml) and the pH adjusted to pH 2 using 2M HCl. The aqueous portion was extracted with DCM (×3) and the combined organic extracts were concentrated under reduced pressure. Purification by reverse ph... Reactants: C1CCOC1, CO, [Li+], COC(=O)c1cc(Oc2ccc(C(=O)N3CCC3)nc2)cc(OC2CCN(C)C2=O)c1, [OH-], O. Product: CN1CCC(Oc2cc(Oc3ccc(C(=O)N4CCC4)nc3)cc(C(=O)O)c2)C1=O. RXN SMILES: [CH2:37]1[O:38][CH2:39][CH2:40][CH2:41]1.[CH3:32][OH:33].[Li+:34].[N:1]1([C:5](=[O:6])[c:7]2[cH:8][cH:9][c:10]([O:13][c:14]3[cH:15][c:16]([C:17](=[O:18])[O:19][CH3:20])[cH:21][c:22]([O:24][CH:25]4[C:26](=[O:31])[N:27]([CH3:30])[CH2:28][CH2:29]4)[cH:23]3)[cH:11][n:12]2)[CH2:2][CH2:3][CH2:4]1.[OH-:35].[OH2:36]>>[N:1]1([C:5](=[O:6])[c:7]2[cH:8][cH:9][c:10]([O:13][c:14]3[cH:15][c:16]([C:17](=[O:18])[OH:19])[cH:21][c:22]([O:24][CH:25]4[C:26](=[O:31])[N:27]([CH3:30])[CH2:28][CH2:29]4)[cH:23]3)[cH:11][n:12]2)[CH2:2][CH2:3][CH2:4]1. The reactants are CC(C)(C)OC(=O)N1CCCCC1CCNS(=O)(=O)c1cccc2ccccc12, ClC(Cl)Cl, O=C(O)C(F)(F)F. The product is O=S(=O)(NCCC1CCCCN1)c1cccc2ccccc12. RXN SMILES: [C:1]([O:2][C:3](=[O:4])[N:8]1[CH:9]([CH2:14][CH2:15][NH:16][S:17](=[O:18])(=[O:19])[c:20]2[cH:21][cH:22][cH:23][c:24]3[cH:25][cH:26][cH:27][cH:28][c:29]23)[CH2:10][CH2:11][CH2:12][CH2:13]1)([CH3:5])([CH3:6])[CH3:7].[Cl:37][CH:38]([Cl:39])[Cl:40].[OH:30][C:31]([C:32]([F:33])([F:34])[F:35])=[O:36]>>[NH:8]1[CH:9]([CH2:14][CH2:15][NH:16][S:17](=[O:18])(=[O:19])[c:20]2[cH:21][cH:22][cH:23][c:24]3[cH:25][cH:26][cH:27][cH:28][c:29]23)[CH2:10][CH2:11][CH2:12][CH2:13]1. Reactants: C(#N)C1(CSCC1=O)CC1=CC=C(C=C1)C(C(=O)OC)C (Methyl 2-[4-(3-cyano-4-oxothiolan-3-ylmethyl)phenyl]propionate), Br (hydrobromic acid). Run in O1CCOCC1 (1,4-dioxane). Reaction conditions: time 8 hour. The product is C(#N)C1(CSCC1=O)CC1=CC=C(C=C1)C(C(=O)O)C (2-[4-(3-Cyano-4-oxothiolan-3-ylmethyl)phenyl]propionic Acid). Isolated yield 71.3%. As a reaction SMILES: [C:1]([C:3]1([CH2:9][C:10]2[CH:15]=[CH:14][C:13]([CH:16]([CH3:21])[C:17]([O:19]C)=[O:18])=[CH:12][CH:11]=2)[C:7](=[O:8])[CH2:6][S:5][CH2:4]1)#[N:2].Br>O1CCOCC1>[C:1]([C:3]1([CH2:9][C:10]2[CH:15]=[CH:14][C:13]([CH:16]([CH3:21])[C:17]([OH:19])=[O:18])=[CH:12][CH:11]=2)[C:7](=[O:8])[CH2:6][S:5][CH2:4]1)#[N:2]. Reported procedure: Methyl 2-[4-(3-cyano-4-oxothiolan-3-ylmethyl)phenyl]propionate (2.0 g) obtained in Example 6 was dissolved in 1,4-dioxane (14 ml), then, 47% aqueous hydrobromic acid (10.0 ml) was added and stirred overnight at room temperature. The reaction mixture was quenched with water, and extracted with ethyl acetate. The organic layer was washed with water and saturated brine, and then dried over sodium sulfate. The solvent was evaporated under reduced pressure, and then the residue was purified by silica...